This data is from the Open Reaction Database (ORD), a public repository of structured organic reaction records. The task is: describe an organic reaction: reactants, conditions, products, and yield The reactants are CC(=O)O[BH-](OC(C)=O)OC(C)=O, O=C([O-])O, CC(C)N(Cc1ccccc1)c1cnc(C=O)c(Cl)n1, OCCNCc1ccccc1, CC#N, CC(=O)O, [Na+], [Na+]. Product: CC(C)N(Cc1ccccc1)c1cnc(CN(CCO)Cc2ccccc2)c(Cl)n1. Reaction SMILES: [C:1]([O:2][BH-:3]([O:4][C:5](=[O:6])[CH3:7])[O:8][C:9](=[O:10])[CH3:11])(=[O:12])[CH3:13].[C:46](=[O:47])([O-:48])[OH:49].[CH2:15]([c:16]1[cH:17][cH:18][cH:19][cH:20][cH:21]1)[N:22]([c:23]1[n:24][c:25]([Cl:31])[c:26]([CH:29]=[O:30])[n:27][cH:28]1)[CH:32]([CH3:33])[CH3:34].[CH2:35]([c:36]1[cH:37][cH:38][cH:39][cH:40][cH:41]1)[NH:42][CH2:43][CH2:44][OH:45].[CH3:51][C:52]#[N:53].[CH3:54][C:55](=[O:56])[OH:57].[Na+:14].[Na+:50]>>[CH2:15]([c:16]1[cH:17][cH:18][cH:19][cH:20][cH:21]1)[N:22]([c:23]1[n:24][c:25]([Cl:31])[c:26]([CH2:29][N:42]([CH2:35][c:36]2[cH:37][cH:38][cH:39][cH:40][cH:41]2)[CH2:43][CH2:44][OH:45])[n:27][cH:28]1)[CH:32]([CH3:33])[CH3:34].